This data is from the Open Reaction Database (ORD), a public repository of structured organic reaction records. The task is: describe an organic reaction: reactants, conditions, products, and yield The reactants are ClC1=CC(=C(CNC(=S)NCCC2=CC=CC=C2)C=C1)C(C1=CC=CC=C1)O (1-(4-chloro-2-(α-hydroxybenzyl)-benzyl)-3-phenethyl-thiourea). The solvent is CC(=O)C (acetone), Cl (hydrogen chloride). The product is ClC1=CC2=C(CN=C(SC2C2=CC=CC=C2)NCCC2=CC=CC=C2)C=C1 (8-Chloro-3-phenylethylamino-1-phenyl-1H,5H-benzo-2,4-thiazepine). Reaction SMILES: [Cl:1][C:2]1[CH:20]=[CH:19][C:5]([CH2:6][NH:7][C:8]([NH:10][CH2:11][CH2:12][C:13]2[CH:18]=[CH:17][CH:16]=[CH:15][CH:14]=2)=[S:9])=[C:4]([CH:21](O)[C:22]2[CH:27]=[CH:26][CH:25]=[CH:24][CH:23]=2)[CH:3]=1>CC(C)=O.Cl>[Cl:1][C:2]1[CH:20]=[CH:19][C:5]2[CH2:6][N:7]=[C:8]([NH:10][CH2:11][CH2:12][C:13]3[CH:18]=[CH:17][CH:16]=[CH:15][CH:14]=3)[S:9][CH:21]([C:22]3[CH:27]=[CH:26][CH:25]=[CH:24][CH:23]=3)[C:4]=2[CH:3]=1. Reported procedure: A solution of 1-(4-chloro-2-(α-hydroxybenzyl)-benzyl)-3-phenethyl-thiourea (17 g; 0.041 mole) in dry acetone (400 ml) and 85 ml saturated ethanolic hydrogen chloride was stirred at room temperature for 20 hours. The reaction mixture was filtered. The filtrate was evaporated to yield the title compound in hydrochloride form (M.Pt. 120° decomp.).